Dataset: the Open Reaction Database (ORD), a public repository of structured organic reaction records. Task: describe an organic reaction: reactants, conditions, products, and yield The reactants are C(C)(C)(C)OO (t-butyl hydroperoxide), S([O-])(O)=O.C=O.[Na+] (sodium formaldehyde bisulfite), three, C(C=C)(=O)OCC (ethyl acrylate), C(C(=C)CC(=O)O)(=O)O (itaconic acid), C(=C)(Cl)Cl (vinylidene chloride), S(=O)(=O)([O-])OOS(=O)(=O)[O-].[Na+].[Na+] (sodium persulfate), S(=O)(=O)([O-])OOS(=O)(=O)[O-].[Na+].[Na+] (sodium persulfate), S(=O)(=O)([O-])S(=O)[O-].[Na+].[Na+] (sodium metabisulfite), ferrous sulfate. Solvent: O (water), O (water). Conditions: time 2 hour. Product: C(C=C)(=O)OCC.C(=C)(Cl)Cl.C(C(=C)CC(=O)O)(=O)O (Ethyl Acrylate Vinylidene Chloride Itaconic Acid). Reaction SMILES: [C:1]([O:5][CH2:6][CH3:7])(=[O:4])[CH:2]=[CH2:3].[C:8]([OH:16])(=[O:15])[C:9]([CH2:11][C:12]([OH:14])=[O:13])=[CH2:10].[C:17]([Cl:20])([Cl:19])=[CH2:18].S(OOS([O-])(=O)=O)([O-])(=O)=O.[Na+].[Na+].S(S([O-])=O)([O-])(=O)=O.[Na+].[Na+].C(OO)(C)(C)C.S(=O)(O)[O-].C=O.[Na+]>O>[C:1]([O:5][CH2:6][CH3:7])(=[O:4])[CH:2]=[CH2:3].[C:17]([Cl:20])([Cl:19])=[CH2:18].[C:8]([OH:16])(=[O:15])[C:9]([CH2:11][C:12]([OH:14])=[O:13])=[CH2:10] |f:3.4.5,6.7.8,10.11.12,14.15.16|. Procedure: 8.75 g of Rhodacal™ A-246L and 875 g of deionized water were charged to a 3 liter three neck flask equipped with mechanical stirrer and dry ice-acetone condenser. The system was purged with nitrogen for 30 minutes. A monomer emulsion was obtained by mixing 455 g of distilled water, 8.75 g of Rhodacal™ A-246L, 70 g of ethyl acrylate, 14 g of itaconic acid, 616 g of vinylidene chloride and 13 g of 10% sodium persulfate with magnetic stirring. The reactor was immersed in a constant temperature bath... Starting materials: COC(=O)Cl, CCN(C(C)C)C(C)C, ClCCl, COC(=O)C1CCNC(Cc2cc(F)ccc2F)C1. The product is COC(=O)C1CCN(C(=O)OC)C(Cc2cc(F)ccc2F)C1. Reaction SMILES: [C:29]([O:30][CH3:31])(=[O:32])[Cl:33].[CH:20]([N:21]([CH2:22][CH3:23])[CH:24]([CH3:25])[CH3:26])([CH3:27])[CH3:28].[Cl:34][CH2:35][Cl:36].[F:1][c:2]1[c:3]([CH2:4][CH:5]2[NH:6][CH2:7][CH2:8][CH:9]([C:11](=[O:12])[O:13][CH3:14])[CH2:10]2)[cH:15][c:16]([F:19])[cH:17][cH:18]1>>[F:1][c:2]1[c:3]([CH2:4][CH:5]2[N:6]([C:29]([O:30][CH3:31])=[O:32])[CH2:7][CH2:8][CH:9]([C:11](=[O:12])[O:13][CH3:14])[CH2:10]2)[cH:15][c:16]([F:19])[cH:17][cH:18]1.